Dataset: the Open Reaction Database (ORD), a public repository of structured organic reaction records. Task: describe an organic reaction: reactants, conditions, products, and yield Procedure: To a solution of 2-methyl-5,6-dinitro-benzimidazole in 5% NaOH was added methanol and dimethyl sulfate. The reaction mixture was heated for 30 min at 90-95° C. and then cooled to room temperature. The precipitate which formed was filtered, washed with 10% NaOH and then water, and dried overnight at 40° C. to yield 1,2-dimethyl-5,6-dinitrobenzimidazole. RXN SMILES: [CH3:1][C:2]1[NH:3][C:4]2[CH:10]=[C:9]([N+:11]([O-:13])=[O:12])[C:8]([N+:14]([O-:16])=[O:15])=[CH:7][C:5]=2[N:6]=1.CO.S(OC)(O[CH3:23])(=O)=O>[OH-].[Na+]>[CH3:23][N:6]1[C:5]2[CH:7]=[C:8]([N+:14]([O-:16])=[O:15])[C:9]([N+:11]([O-:13])=[O:12])=[CH:10][C:4]=2[N:3]=[C:2]1[CH3:1] |f:3.4|. The product is CN1C(=NC2=C1C=C(C(=C2)[N+](=O)[O-])[N+](=O)[O-])C (1,2-dimethyl-5,6-dinitrobenzimidazole). The reactants are CC=1NC2=C(N1)C=C(C(=C2)[N+](=O)[O-])[N+](=O)[O-] (2-methyl-5,6-dinitro-benzimidazole), CO (methanol), S(=O)(=O)(OC)OC (dimethyl sulfate). Conditions: temperature 92.5 celsius. Run in [OH-].[Na+] (NaOH). The reactants are CCO, CN(C)C(=O)c1cccc([N+](=O)[O-])c1. Product: CN(C)C(=O)c1cccc(N)c1. As a reaction SMILES: [CH3:15][CH2:16][OH:17].[CH3:1][N:2]([C:3]([c:4]1[cH:5][c:6]([N+:10]([O-:11])=[O:12])[cH:7][cH:8][cH:9]1)=[O:13])[CH3:14]>>[CH3:1][N:2]([C:3]([c:4]1[cH:5][c:6]([NH2:10])[cH:7][cH:8][cH:9]1)=[O:13])[CH3:14]. Reactants: C1CCNCC1, CC(C)(C)[O-], Cc1ccccc1, COc1ccc(Cl)cc1, [Na+], O=C(C=Cc1ccccc1)C=Cc1ccccc1, O=C(C=Cc1ccccc1)C=Cc1ccccc1, O=C(C=Cc1ccccc1)C=Cc1ccccc1, [Pd], [Pd]. Yields the product COc1ccc(N2CCCCC2)cc1. RXN SMILES: [CH2:10]1[CH2:11][CH2:12][NH:13][CH2:14][CH2:15]1.[CH3:16][C:17]([CH3:18])([O-:19])[CH3:20].[CH3:22][c:23]1[cH:24][cH:25][cH:26][cH:27][cH:28]1.[Cl:1][c:2]1[cH:3][cH:4][c:5]([O:8][CH3:9])[cH:6][cH:7]1.[Na+:21].[O:31]=[C:32]([CH:33]=[CH:34][c:35]1[cH:36][cH:37][cH:38][cH:39][cH:40]1)[CH:41]=[CH:42][c:43]1[cH:44][cH:45][cH:46][cH:47][cH:48]1.[O:49]=[C:50]([CH:51]=[CH:52][c:53]1[cH:54][cH:55][cH:56][cH:57][cH:58]1)[CH:59]=[CH:60][c:61]1[cH:62][cH:63][cH:64][cH:65][cH:66]1.[O:67]=[C:68]([CH:69]=[CH:70][c:71]1[cH:72][cH:73][cH:74][cH:75][cH:76]1)[CH:77]=[CH:78][c:79]1[cH:80][cH:81][cH:82][cH:83][cH:84]1.[Pd:29].[Pd:30]>>[c:2]1([N:13]2[CH2:12][CH2:11][CH2:10][CH2:15][CH2:14]2)[cH:3][cH:4][c:5]([O:8][CH3:9])[cH:6][cH:7]1. The reactants are O.O.O.O.O.O.O.O.O.[S-2].[Na+].[Na+] (sodium sulphide nonahydrate), C1(=CC=CC=C1)C(CCOS(=O)(=O)C)(CCOS(=O)(=O)C)C1=CC=CC=C1 (3,3-diphenyl-l,5-bis-(methanesulphonyl-oxy)pentane), O (water), C(C)(=O)OCC (ethyl acetate). Run in C(CCC)O (1-butanol), ClCCl (dichloromethane). Reaction conditions: temperature 20 celsius. Product: C1(=CC=CC=C1)C1(CCSCC1)C1=CC=CC=C1 (4,4-diphenyltetrahydrothiapyran). Isolated yield 87.5%. As a reaction SMILES: O.O.O.O.O.O.O.O.O.[S-2:10].[Na+].[Na+].[C:13]1([C:19]([C:34]2[CH:39]=[CH:38][CH:37]=[CH:36][CH:35]=2)([CH2:27][CH2:28]OS(C)(=O)=O)[CH2:20][CH2:21]OS(C)(=O)=O)[CH:18]=[CH:17][CH:16]=[CH:15][CH:14]=1.O.C(OCC)(=O)C>C(O)CCC.ClCCl>[C:13]1([C:19]2([C:34]3[CH:35]=[CH:36][CH:37]=[CH:38][CH:39]=3)[CH2:20][CH2:21][S:10][CH2:28][CH2:27]2)[CH:18]=[CH:17][CH:16]=[CH:15][CH:14]=1 |f:0.1.2.3.4.5.6.7.8.9.10.11|. Procedure details: 100 g of sodium sulphide nonahydrate are added to a suspension of 140.8 g of 3,3-diphenyl-l,5-bis-(methanesulphonyl-oxy)pentane in 1400 cm3 of 1-butanol. The mixture is refluxed for 2 hours and then cooled to about 20° C. and then 1000 cm3 of water, 500 cm3 of ethyl acetate and 500 cm3 of dichloromethane are added. After stirring, the organic phase is separated, washed successively with 1000 cm3 of water, 500 cm3 of 1N hydrochloric acid, 500 cm3 of a saturated aqueous solution of sodium hydrogen... Starting materials: OC(C)(C)C=1N=C(NC1C(=O)O)CCC (4-(1-hydroxy-1-methylethyl)-2-propylimidazole-5-carboxylic acid), BrC1OC(=O)C2=CC=CC=C12 (3-bromophthalide). The product is OC(C)(C)C=1N=C(NC1C(=O)OC1OC(=O)C2=CC=CC=C12)CCC (Phthalidyl 4-(1-hydroxy-1-methylethyl)-2-propylimidazole-5-carboxylate). Isolated yield 94.8%. Reaction SMILES: [OH:1][C:2]([C:5]1[N:6]=[C:7]([CH2:13][CH2:14][CH3:15])[NH:8][C:9]=1[C:10]([OH:12])=[O:11])([CH3:4])[CH3:3].Br[CH:17]1[C:26]2[C:21](=[CH:22][CH:23]=[CH:24][CH:25]=2)[C:19](=[O:20])[O:18]1>>[OH:1][C:2]([C:5]1[N:6]=[C:7]([CH2:13][CH2:14][CH3:15])[NH:8][C:9]=1[C:10]([O:12][CH:17]1[C:26]2[C:21](=[CH:22][CH:23]=[CH:24][CH:25]=2)[C:19](=[O:20])[O:18]1)=[O:11])([CH3:4])[CH3:3]. Procedure: Following a procedure similar to that described in Preparation 31, but using 1.06 g of 4-(1-hydroxy-1-methylethyl)-2-propylimidazole-5-carboxylic acid [prepared as described in Preparation 22(i)] and 1.15 g of 3-bromophthalide, 1.63 g of the title compound were obtained as an amorphous solid.